Dataset: the Open Reaction Database (ORD), a public repository of structured organic reaction records. Task: describe an organic reaction: reactants, conditions, products, and yield The reactants are C12NCC(CC1)(C2)NC=2C=C1C=NNC1=CC2 (N-(2-azabicyclo[2.2.1]heptan-4-yl)-1H-indazol-5-amine), C(=O)C=1C=CC(=C(C1)NS(=O)(=O)C)C (N-(5-formyl-2-methylphenyl)methanesulfonamide). Yields the product N1N=CC2=CC(=CC=C12)NC12CN(C(CC1)C2)CC=2C=CC(=C(C2)NS(=O)(=O)C)C (N-(5-((−4-((1H-indazol-5-yl)amino)-2-azabicyclo[2.2.1]heptan-2-yl)methyl)-2-methylphenyl)methanesulfonamide). As a reaction SMILES: [CH:1]12[CH2:7][C:4]([NH:8][C:9]3[CH:10]=[C:11]4[C:15](=[CH:16][CH:17]=3)[NH:14][N:13]=[CH:12]4)([CH2:5][CH2:6]1)[CH2:3][NH:2]2.[CH:18]([C:20]1[CH:21]=[CH:22][C:23]([CH3:31])=[C:24]([NH:26][S:27]([CH3:30])(=[O:29])=[O:28])[CH:25]=1)=O>>[NH:14]1[C:15]2[C:11](=[CH:10][C:9]([NH:8][C:4]34[CH2:7][CH:1]([CH2:6][CH2:5]3)[N:2]([CH2:18][C:20]3[CH:21]=[CH:22][C:23]([CH3:31])=[C:24]([NH:26][S:27]([CH3:30])(=[O:29])=[O:28])[CH:25]=3)[CH2:3]4)=[CH:17][CH:16]=2)[CH:12]=[N:13]1. Procedure: Reaction of Intermediate 25 with N-(5-formyl-2-methylphenyl)methanesulfonamide affords the title compound.